describe an organic reaction: reactants, conditions, products, and yield From a dataset of the Open Reaction Database (ORD), a public repository of structured organic reaction records. Reactants: NCCCCCO (5-amino-1-pentanol), ClC1=NC(=C(C(=C1[N+](=O)[O-])Cl)C)C (2,4-dichloro-5,6-dimethyl-3-nitropyridine). Run in CN(C=O)C (N,N-dimethylformamide), CN(C=O)C (N,N-dimethylformamide). Run at time 8 hour. Product: ClC1=NC(=C(C(=C1[N+](=O)[O-])NCCCCCO)C)C (5-[(2-chloro-5,6-dimethyl-3-nitropyridin-4-yl)amino]pentan-1-ol). Yield: 34.4%. Reaction SMILES: [NH2:1][CH2:2][CH2:3][CH2:4][CH2:5][CH2:6][OH:7].[Cl:8][C:9]1[C:14]([N+:15]([O-:17])=[O:16])=[C:13](Cl)[C:12]([CH3:19])=[C:11]([CH3:20])[N:10]=1>CN(C)C=O>[Cl:8][C:9]1[C:14]([N+:15]([O-:17])=[O:16])=[C:13]([NH:1][CH2:2][CH2:3][CH2:4][CH2:5][CH2:6][OH:7])[C:12]([CH3:19])=[C:11]([CH3:20])[N:10]=1. Procedure: A solution of 5-amino-1-pentanol (28.03 g, 271.4 mmol) in N,N-dimethylformamide (200 mL) was added over a period of 45 minutes to a solution of 2,4-dichloro-5,6-dimethyl-3-nitropyridine (60.01 g, 271.4 mmol) in N,N-dimethylformamide. The reaction was stirred overnight and then the N,N-dimethylformamide was removed by vacuum distillation. The residue was dissolved in ethyl acetate (500 mL), washed with water (4×75 mL), dried over magnesium sulfate and then concentrated under reduced pressure. The... The reactants are CCO, [Na+], [OH-], COC(=O)CCC(=O)c1ccc2c(c1)CC(NS(=O)(=O)c1ccccc1)C2. The product is O=C(O)CCC(=O)c1ccc2c(c1)CC(NS(=O)(=O)c1ccccc1)C2. Reaction SMILES: [CH3:30][CH2:31][OH:32].[Na+:2].[OH-:1].[c:3]1([S:9](=[O:10])(=[O:11])[NH:12][CH:13]2[CH2:14][c:15]3[cH:16][cH:17][c:18]([C:22]([CH2:23][CH2:24][C:25](=[O:26])[O:27][CH3:28])=[O:29])[cH:19][c:20]3[CH2:21]2)[cH:4][cH:5][cH:6][cH:7][cH:8]1>>[c:3]1([S:9](=[O:10])(=[O:11])[NH:12][CH:13]2[CH2:14][c:15]3[cH:16][cH:17][c:18]([C:22]([CH2:23][CH2:24][C:25](=[O:26])[OH:27])=[O:29])[cH:19][c:20]3[CH2:21]2)[cH:4][cH:5][cH:6][cH:7][cH:8]1.